This data is from the Open Reaction Database (ORD), a public repository of structured organic reaction records. The task is: describe an organic reaction: reactants, conditions, products, and yield Yields the product O=C1C=C(c2cccc(Cl)c2)CN(Cc2ccccc2)C1. RXN SMILES: [Br-:1].[CH2:10]([c:11]1[cH:12][cH:13][cH:14][cH:15][cH:16]1)[N:17]1[CH2:18][C:19](=[O:25])[CH:20]=[C:21]([O:23][CH3:24])[CH2:22]1.[CH2:27]1[O:28][CH2:29][CH2:30][CH2:31]1.[Cl:2][c:3]1[cH:4][c:5]([Mg+:9])[cH:6][cH:7][cH:8]1.[ClH:26]>>[Cl:2][c:3]1[cH:4][c:5]([C:21]2=[CH:20][C:19](=[O:25])[CH2:18][N:17]([CH2:10][c:11]3[cH:12][cH:13][cH:14][cH:15][cH:16]3)[CH2:22]2)[cH:6][cH:7][cH:8]1. Reactants: [Br-], COC1=CC(=O)CN(Cc2ccccc2)C1, C1CCOC1, [Mg+]c1cccc(Cl)c1, Cl. Starting materials: Cl.FC1=CC=C(C=C1)C(C(CC1=CC=C(C=C1)C(F)(F)F)N)O ((1RS,2SR)-1-(4-fluorophenyl)-1-hydroxy-3-(4-(trifluoromethyl)phenyl)-2-propylamine hydrochloride), C(O)([O-])=O.[Na+] (sodium hydrogen carbonate), C1(=CC=CC2=CC=CC=C12)CC(=O)O (1-naphthaleneacetic acid), C(C(=O)Cl)(=O)Cl (oxalyl chloride). The solvent is C(C)(=O)OCC (ethyl acetate), O (water), O1CCCC1 (tetrahydrofuran), CN(C=O)C (N,N-dimethylformamide). Run at time 30 minute. Yields the product FC1=CC=C(C=C1)C(C(CC1=CC=C(C=C1)C(F)(F)F)NC(CC1=CC=CC2=CC=CC=C12)=O)O (N-((1RS,2SR)-2-(4-fluorophenyl)-2-hydroxy-1-((4-(trifluoromethyl)phenyl)methyl)ethyl)-2-(1-naphthalenyl)acetamide). The yield is 63.8%. As a reaction SMILES: [C:1]1([CH2:11][C:12]([OH:14])=O)[C:10]2[C:5](=[CH:6][CH:7]=[CH:8][CH:9]=2)[CH:4]=[CH:3][CH:2]=1.C(Cl)(=O)C(Cl)=O.Cl.[F:22][C:23]1[CH:28]=[CH:27][C:26]([CH:29]([OH:43])[CH:30]([NH2:42])[CH2:31][C:32]2[CH:37]=[CH:36][C:35]([C:38]([F:41])([F:40])[F:39])=[CH:34][CH:33]=2)=[CH:25][CH:24]=1.C(=O)([O-])O.[Na+]>O1CCCC1.C(OCC)(=O)C.O.CN(C)C=O>[F:22][C:23]1[CH:24]=[CH:25][C:26]([CH:29]([OH:43])[CH:30]([NH:42][C:12](=[O:14])[CH2:11][C:1]2[C:10]3[C:5](=[CH:6][CH:7]=[CH:8][CH:9]=3)[CH:4]=[CH:3][CH:2]=2)[CH2:31][C:32]2[CH:37]=[CH:36][C:35]([C:38]([F:41])([F:40])[F:39])=[CH:34][CH:33]=2)=[CH:27][CH:28]=1 |f:2.3,4.5|. Reported procedure: To a solution of 1-naphthaleneacetic acid (160 mg, 0.86 mmol) in tetrahydrofuran (5 ml) were added oxalyl chloride (0.15 ml, 1.72 mmol) and N,N-dimethylformamide (0.01 ml), and the mixture was stirred at room temperature for 30 min. The reaction solution was evaporated under reduced pressure. To a solution of the residue in ethyl acetate (5 ml) were added (1RS,2SR)-1-(4-fluorophenyl)-1-hydroxy-3-(4-(trifluoromethyl)phenyl)-2-propylamine hydrochloride (200 mg, 0.57 mmol) and saturated aqueous sod... Reactants: CCC1CCC(O)CC1, CC(Cl)OC(=O)Cl, ClCCl, c1ccncc1. As a reaction SMILES: [CH2:8]([CH3:9])[CH:10]1[CH2:11][CH2:12][CH:13]([OH:16])[CH2:14][CH2:15]1.[Cl:1][C:2](=[O:3])[O:4][CH:5]([CH3:6])[Cl:7].[Cl:23][CH2:24][Cl:25].[cH:17]1[cH:18][cH:19][n:20][cH:21][cH:22]1>>[C:2](=[O:3])([O:4][CH:5]([CH3:6])[Cl:7])[O:16][CH:13]1[CH2:12][CH2:11][CH:10]([CH2:8][CH3:9])[CH2:15][CH2:14]1. Yields the product CCC1CCC(OC(=O)OC(C)Cl)CC1. Starting materials: BrCC(C=C)C(C)C (1-bromo-2(R,S)-isopropyl-3-butene), [Mg] (magnesium), C(C)(C)(C)OC(=O)N[C@H](C=O)CC(CCO[Si](C(C)C)(C(C)C)C(C)C)(C)C (2(S)-tert-butoxycarbonylamino-6-triisopropylsilyloxy-4,4-dimethyl-hexanal). The product is C(C)(C)(C)OC(=O)N[C@H]([C@H](CC(C=C)C(C)C)O)CC(CCO[Si](C(C)C)(C(C)C)C(C)C)(C)C (6(S)-Tert-butoxycarbonylamino-5(S)-hydroxy-3(R,S)-isopropyl-10-triisopropylsilyloxy-8,8-dimethyldec-1-ene). As a reaction SMILES: Br[CH2:2][CH:3]([CH:6]([CH3:8])[CH3:7])[CH:4]=[CH2:5].[Mg].[C:10]([O:14][C:15]([NH:17][C@@H:18]([CH2:21][C:22]([CH3:37])([CH3:36])[CH2:23][CH2:24][O:25][Si:26]([CH:33]([CH3:35])[CH3:34])([CH:30]([CH3:32])[CH3:31])[CH:27]([CH3:29])[CH3:28])[CH:19]=[O:20])=[O:16])([CH3:13])([CH3:12])[CH3:11]>>[C:10]([O:14][C:15]([NH:17][C@@H:18]([CH2:21][C:22]([CH3:36])([CH3:37])[CH2:23][CH2:24][O:25][Si:26]([CH:27]([CH3:29])[CH3:28])([CH:30]([CH3:31])[CH3:32])[CH:33]([CH3:34])[CH3:35])[C@@H:19]([OH:20])[CH2:2][CH:3]([CH:6]([CH3:8])[CH3:7])[CH:4]=[CH2:5])=[O:16])([CH3:13])([CH3:12])[CH3:11]. Reported procedure: The title compound is prepared in a manner analogous to that described in Example 35f) starting from 23.9 g of 1-bromo-2(R,S)-isopropyl-3-butene (preparation according to D. Mesnard et al., C.R. Acad. Sci. Paris, t. 277, Series C-567), 3.3 g of magnesium powder and 11.25 g of 2(S)-tert-butoxycarbonylamino-6-triisopropylsilyloxy-4,4-dimethyl-hexanal (Example 1g). The crude product is purified by FC over 900 g of silica gel (mobile phase E) to give the title compound as a diastereomer mixture: Rf ...